This data is from the Open Reaction Database (ORD), a public repository of structured organic reaction records. The task is: describe an organic reaction: reactants, conditions, products, and yield Reaction SMILES: [Cl:1][CH2:2][C:3]1[C:8]([CH3:9])=[CH:7][CH:6]=[CH:5][C:4]=1[N:10]=[C:11]=[O:12].[S:13]1[CH:17]=[CH:16][CH:15]=[C:14]1[CH2:18][OH:19]>>[Cl:1][CH2:2][C:3]1[C:8]([CH3:9])=[CH:7][CH:6]=[CH:5][C:4]=1[NH:10][C:11](=[O:12])[O:19][CH2:18][C:14]1[S:13][CH:17]=[CH:16][CH:15]=1. Procedure details: 2-Chloromethyl-1-isocyanato-3-methylbenzene (2.5 g) and thiophenemethanol (1.57 g) are combined and stirred at RT. When crystallization commences, petroleum ether 50/70 (20 ml) is added and the suspension is stirred for 16 h at RT. After filtration and washing with diethyl ether, 2.57 g (63%) of the title compound are obtained as a solid of m.p. 111-114° C. The reactants are ClCC1=C(C=CC=C1C)N=C=O (2-Chloromethyl-1-isocyanato-3-methylbenzene), S1C(=CC=C1)CO (thiophenemethanol). Product: ClCC1=C(C=CC=C1C)NC(OCC=1SC=CC1)=O (2-Thienylmethyl (2-chloromethyl-3-methylphenyl)carbamate). The reactants are CC(=O)O[BH-](OC(C)=O)OC(C)=O, C1COCCN1, ClCCl, CC(=O)O, CN(C)C=O, COc1cc(Nc2c(C#N)cnc3ccc(-c4csc(C=O)c4)cc23)c(Cl)cc1Cl, [Na+]. The product is COc1cc(Nc2c(C#N)cnc3ccc(-c4csc(CN5CCOCC5)c4)cc23)c(Cl)cc1Cl. Reaction SMILES: [C:37]([O:38][BH-:39]([O:40][C:41](=[O:42])[CH3:43])[O:44][C:45](=[O:46])[CH3:47])(=[O:48])[CH3:49].[CH2:1]1[CH2:2][O:3][CH2:4][CH2:5][NH:6]1.[CH2:55]([Cl:56])[Cl:57].[CH3:51][C:52](=[O:53])[OH:54].[CH3:58][N:59]([CH3:60])[CH:61]=[O:62].[Cl:7][c:8]1[c:9]([NH:10][c:11]2[c:12]([C:28]#[N:29])[cH:13][n:14][c:15]3[cH:16][cH:17][c:18](-[c:21]4[cH:22][s:23][c:24]([CH:26]=[O:27])[cH:25]4)[cH:19][c:20]23)[cH:30][c:31]([O:35][CH3:36])[c:32]([Cl:34])[cH:33]1.[Na+:50]>>[CH2:1]1[CH2:2][O:3][CH2:4][CH2:5][N:6]1[CH2:26][c:24]1[s:23][cH:22][c:21](-[c:18]2[cH:17][cH:16][c:15]3[n:14][cH:13][c:12]([C:28]#[N:29])[c:11]([NH:10][c:9]4[c:8]([Cl:7])[cH:33][c:32]([Cl:34])[c:31]([O:35][CH3:36])[cH:30]4)[c:20]3[cH:19]2)[cH:25]1. The reactants are N1C(=CC=C1)C(=O)OC (methyl 1H-pyrrole-2-carboxylate), BrC1=CC=C(C=C1)CC(=O)O (4-bromophenylacetic acid), ClCCCl (DCE). The product is BrC1=CC=C(CC2CCC=3NC(=CC32)C(=O)OC)C=C1 (methyl 4-(4-bromobenzyl)-1,4,5,6-tetrahydrocyclopenta[b]pyrrole-2-carboxylate), BrC1=CC=C(C=C1)CC(=O)C=1C=C(NC1)C(=O)OC (methyl 4-(2-(4-bromophenyl)acetyl)-1H-pyrrole-2-carboxylate). Reaction SMILES: [NH:1]1[CH:5]=[CH:4][CH:3]=[C:2]1[C:6]([O:8][CH3:9])=[O:7].[Br:10][C:11]1[CH:16]=[CH:15][C:14]([CH2:17][C:18](O)=[O:19])=[CH:13][CH:12]=1.Cl[CH2:22][CH2:23]Cl>>[Br:10][C:11]1[CH:16]=[CH:15][C:14]([CH2:17][CH:18]2[C:4]3[CH:3]=[C:2]([C:6]([O:8][CH3:9])=[O:7])[NH:1][C:5]=3[CH2:23][CH2:22]2)=[CH:13][CH:12]=1.[Br:10][C:11]1[CH:16]=[CH:15][C:14]([CH2:17][C:18]([C:4]2[CH:3]=[C:2]([C:6]([O:8][CH3:9])=[O:7])[NH:1][CH:5]=2)=[O:19])=[CH:13][CH:12]=1. Procedure: The title compound was synthesized in six steps. First, methyl 1H-pyrrole-2-carboxylate (1.0 g, 8 mmol, 1 equiv) in DCE (15 mL) was reacted with 4-bromophenylacetic acid (2.06 g, 9.6 mmol, 1.2 equiv) according to General Procedure 1.2.A to afford methyl 4-(2-(4-bromophenyl)acetyl)-1H-pyrrole-2-carboxylate, which was then BOC-protected according to General Procedure 1.2.B to provide 1-tert-butyl 2-methyl 4-(2-(4-bromophenyl)acetyl)-1H-pyrrole-1,2-dicarboxylate, which was next reacted with 2-tert-... The reactants are BrC1=CC=C(CBr)C=C1 (4-Bromobenzyl bromide), C(C(=O)O)(=O)O.N1=CC(=CC=C1)C1CNCCO1 (2-Pyridin-3-yl morpholine oxalate), C([O-])([O-])=O.[K+].[K+] (potassium carbonate). The solvent is C(C)#N (acetonitrile). Conditions: time 8 hour. The product is BrC1=CC=C(CN2CC(OCC2)C=2C=NC=CC2)C=C1 (4-(4-Bromo-benzyl)-2-pyridin-3-yl-morpholine). Isolated yield 16.0%. RXN SMILES: [Br:1][C:2]1[CH:9]=[CH:8][C:5]([CH2:6]Br)=[CH:4][CH:3]=1.C(O)(=O)C(O)=O.[N:16]1[CH:21]=[CH:20][CH:19]=[C:18]([CH:22]2[O:27][CH2:26][CH2:25][NH:24][CH2:23]2)[CH:17]=1.C(=O)([O-])[O-].[K+].[K+]>C(#N)C>[Br:1][C:2]1[CH:9]=[CH:8][C:5]([CH2:6][N:24]2[CH2:25][CH2:26][O:27][CH:22]([C:18]3[CH:17]=[N:16][CH:21]=[CH:20][CH:19]=3)[CH2:23]2)=[CH:4][CH:3]=1 |f:1.2,3.4.5|. Procedure: 5.632 g of 4-Bromobenzyl bromide and 3.819 g of 2-Pyridin-3-yl morpholine oxalate (Array) in 50 mL of acetonitrile were stirred at room temperature and 6.229 g of potassium carbonate was added. The reaction was stirred at room temperature overnight. The solution was filtered through Celite and concentrated in vacuo to afford a brown solid. Purification is done by flash chromatography to afford product. Wt: 211 mg; 16% yield. ES MS m/z 334 The reactants are C(C)OC(C(C(=O)OCC)OC1=C(C=CC=C1)OC)=O (Diethyl-(2-methoxy-phenoxy)malonate), Cl.C(N)(=N)C1=CC=NC=C1 (4-amidino-pyridine hydrochloride). Run in [Na] (sodium), CO (methanol). Product: COC1=C(OC=2C(=NC(=NC2O)C2=CC=NC=C2)O)C=CC=C1 (5-(2-methoxy-phenoxy)-2-(pyridin-4-yl)-pyrimidin-4,6-diol). RXN SMILES: C(O[C:4](=[O:20])[CH:5]([O:11][C:12]1[CH:17]=[CH:16][CH:15]=[CH:14][C:13]=1[O:18][CH3:19])[C:6]([O:8]CC)=O)C.Cl.[C:22]([C:25]1[CH:30]=[CH:29][N:28]=[CH:27][CH:26]=1)(=[NH:24])[NH2:23]>[Na].CO>[CH3:19][O:18][C:13]1[CH:14]=[CH:15][CH:16]=[CH:17][C:12]=1[O:11][C:5]1[C:4]([OH:20])=[N:23][C:22]([C:25]2[CH:30]=[CH:29][N:28]=[CH:27][CH:26]=2)=[N:24][C:6]=1[OH:8] |f:1.2,^1:30|. Procedure details: Diethyl-(2-methoxy-phenoxy)malonate is dissolved in a solution of sodium in methanol. Thereafter 4-amidino-pyridine hydrochloride is added to obtain 5-(2-methoxy-phenoxy)-2-(pyridin-4-yl)-pyrimidin-4,6-diol (or a tautomeric derivative). This compound is heated with phosphorus oxychloride to yield 4,6-dichloro-5-(2-methoxy-phenoxy)-2-pyridin-4-yl)-pyrimidine which is boiled with peracetic acid to obtain 4-[4,6-dichloro-5-(2-methoxy-phenoxy)-pyrimidin-2-yl]-pyridine-1-oxide. By reaction of this co...